Task: describe an organic reaction: reactants, conditions, products, and yield. Dataset: the Open Reaction Database (ORD), a public repository of structured organic reaction records The reactants are [H-].[Al+3].[Li+].[H-].[H-].[H-] (lithium aluminum hydride), COC(C1=CN=C(C=C1)NC(C(CC1CCCC1)C1=CC=C(C=C1)Cl)=O)=O (6-[2-(4-chloro-phenyl)-3-cyclopentyl-propionylamino]-nicotinic acid methyl ester). Run in O1CCCC1 (tetrahydrofuran), O1CCCC1 (tetrahydrofuran). Conditions: temperature 0 celsius, time 2.5 hour. Product: hexanes ethyl acetate, ClC1=CC=C(C=C1)C(C(=O)NC1=NC=C(C=C1)CO)CC1CCCC1 (2-(4-chloro-phenyl)-3-cyclopentyl-N-(5-hydroxymethyl-pyridin-2-yl)-propionamide). Yield: 16.6%. RXN SMILES: C[O:2][C:3](=O)[C:4]1[CH:9]=[CH:8][C:7]([NH:10][C:11](=[O:26])[CH:12]([C:19]2[CH:24]=[CH:23][C:22]([Cl:25])=[CH:21][CH:20]=2)[CH2:13][CH:14]2[CH2:18][CH2:17][CH2:16][CH2:15]2)=[N:6][CH:5]=1.[H-].[Al+3].[Li+].[H-].[H-].[H-]>O1CCCC1>[Cl:25][C:22]1[CH:21]=[CH:20][C:19]([CH:12]([CH2:13][CH:14]2[CH2:15][CH2:16][CH2:17][CH2:18]2)[C:11]([NH:10][C:7]2[CH:8]=[CH:9][C:4]([CH2:3][OH:2])=[CH:5][N:6]=2)=[O:26])=[CH:24][CH:23]=1 |f:1.2.3.4.5.6|. Reported procedure: A solution of 6-[2-(4-chloro-phenyl)-3-cyclopentyl-propionylamino]-nicotinic acid methyl ester (prepared as in Example 31 (B)(c), 83.3 mg, 0.21 mmol) in tetrahydrofuran (2.1 mL) was added to a cooled (0° C.) slurry of lithium aluminum hydride (12.0 mg, 0.32 mmol) in tetrahydrofuran (1.54 mL). The reaction mixture was stirred at 0° C. for 2.5 h. The reaction was then quenched by the dropwise addition of water (25 mL). The reaction was further diluted with water and was then extracted with ethyl a... The reactants are C(C1=CC=C(C=C1)OC)(=O)C=1OC(=NN1)C1=CC=CC=C1 (2-(p-anisoyl)5-phenyl 1,3,4-oxadiazole), I (HI), O (water). Reaction conditions: temperature 130 celsius. Yields the product C1(=CC=CC=C1)C1=NN=C(O1)C1=CC=C(C=C1)O (p-(5-phenyl-1,3,4-oxadiazole-2-yl) phenol). As a reaction SMILES: [C:1]([C:11]1[O:12][C:13]([C:16]2[CH:21]=[CH:20][CH:19]=[CH:18][CH:17]=2)=[N:14][N:15]=1)(=O)[C:2]1[CH:7]=[CH:6][C:5](OC)=[CH:4]C=1.I.[OH2:23]>>[C:16]1([C:13]2[O:12][C:11]([C:1]3[CH:2]=[CH:7][C:6]([OH:23])=[CH:5][CH:4]=3)=[N:15][N:14]=2)[CH:17]=[CH:18][CH:19]=[CH:20][CH:21]=1. Procedure: 3.5 g (13.89 mmol) of 2-(p-anisoyl)5-phenyl 1,3,4-oxadiazole and 100 mL of concentrated HI aqueous solution was mixed under nitrogen and refluxed at 130° C. for 12 hours. The mixture was cooled down to room temperature and 100 mL of deionized water was added. The precipitate was collected by filtration and dried under vacuum, p-(5-phenyl-1,3,4-oxadiazole-2-yl) phenol was obtained. 1H-NMR (acetone-d6, ppm) δ9.26 (s, 1H), δ8.15 (m, 2H), δ8.06 (d, 2H), δ7.62 (m, 3H), δ7.07 (d, 2H); mp 256.5° C. The reactants are ClC1=NC(=C(C2=CC=CC=C12)O)C(=O)NCC(=O)O ([(1-chloro-4-hydroxy-isoquinoline-3-carbonyl)-amino]-acetic acid), SC1=NC=CC=C1 (2-mercaptopyridine). Product: OC1=C(N=C(C2=CC=CC=C12)SC1=NC=CC=C1)C(=O)NCC(=O)O ({[4-Hydroxy-1-(pyridin-2-ylsulfanyl)-isoquinoline-3-carbonyl]-amino}-acetic acid). RXN SMILES: Cl[C:2]1[C:11]2[C:6](=[CH:7][CH:8]=[CH:9][CH:10]=2)[C:5]([OH:12])=[C:4]([C:13]([NH:15][CH2:16][C:17]([OH:19])=[O:18])=[O:14])[N:3]=1.[SH:20][C:21]1[CH:26]=[CH:25][CH:24]=[CH:23][N:22]=1>>[OH:12][C:5]1[C:6]2[C:11](=[CH:10][CH:9]=[CH:8][CH:7]=2)[C:2]([S:20][C:21]2[CH:26]=[CH:25][CH:24]=[CH:23][N:22]=2)=[N:3][C:4]=1[C:13]([NH:15][CH2:16][C:17]([OH:19])=[O:18])=[O:14]. Reported procedure: The title compound was prepared from [(1-chloro-4-hydroxy-isoquinoline-3-carbonyl)-amino]-acetic acid (U.S. Pat. No. 6,093,730) and 2-mercaptopyridine under conditions analogous to Example D-110. The final product was purified by column chromatography on silica gel using a gradient of 3-15% methanol in dicloromethane with 0.5% acetic acid to elute the product; MS (−) m/z 354.10 (M−1) Reactants: NC1=C(C=CC=C1C(F)(F)F)C(CCC1=CC=CC=C1)=O (1-(2-amino-3-trifluoromethyl-phenyl)-3-phenyl-propan-1-one), N(=O)[O-].[Na+] (NaNO2), O (water). The solvent is CC(=O)O (AcOH), OS(=O)(=O)O (H2SO4). Conditions: temperature 70 celsius, time 1.5 hour. Product: C(C1=CC=CC=C1)C=1N=NC2=C(C=CC=C2C1O)C(F)(F)F (3-benzyl-8-trifluoromethyl-cinnolin-4-ol). Reaction SMILES: [NH2:1][C:2]1[C:7]([C:8]([F:11])([F:10])[F:9])=[CH:6][CH:5]=[CH:4][C:3]=1[C:12](=[O:21])[CH2:13][CH2:14][C:15]1[CH:20]=[CH:19][CH:18]=[CH:17][CH:16]=1.[N:22]([O-])=O.[Na+].O>CC(O)=O.OS(O)(=O)=O>[CH2:14]([C:13]1[N:22]=[N:1][C:2]2[C:3]([C:12]=1[OH:21])=[CH:4][CH:5]=[CH:6][C:7]=2[C:8]([F:9])([F:10])[F:11])[C:15]1[CH:16]=[CH:17][CH:18]=[CH:19][CH:20]=1 |f:1.2|. Reported procedure: To a solution of 1-(2-amino-3-trifluoromethyl-phenyl)-3-phenyl-propan-1-one (4.2 g, 13.8 mmol) in AcOH (70 ml) and H2SO4 (10 ml) was added a solution of NaNO2 (1.8 g in 10 ml H2O). The reaction was then heated to 70° C. After 1.5 hr, the reaction was cooled, poured into water and extracted with EtOAc. The organic layer was dried (MgSO4) and concentrated to give 3-benzyl-8-trifluoromethyl-cinnolin-4-ol Starting materials: Cl.C(C1=CC=CC=C1)N(C)CCCN1CCCCC1 (1-(3-(N-benzyl-N-methylamino)propyl)piperidine hydrochloride). The reagents and catalysts are [Pd] (palladium/carbon). Run in CO (methanol). Run at time 8 hour. Yields the product Cl.CNCCCN1CCCCC1 (1-(3-(N-Methylamino)propyl)piperidine Hydrochloride). The yield is 115.7%. RXN SMILES: [ClH:1].[CH2:2]([N:9]([CH2:11][CH2:12][CH2:13][N:14]1[CH2:19][CH2:18][CH2:17][CH2:16][CH2:15]1)C)C1C=CC=CC=1>CO.[Pd]>[ClH:1].[CH3:2][NH:9][CH2:11][CH2:12][CH2:13][N:14]1[CH2:19][CH2:18][CH2:17][CH2:16][CH2:15]1 |f:0.1,4.5|. Procedure: To a solution of 1-(3-(N-benzyl-N-methylamino)propyl)piperidine hydrochloride (0.82 g, 2.6 mmol) in methanol (50 mL) was added 5% palladium/carbon (0.16 g), and the mixture was stirred under hydrogen atmosphere at room temperature overnight. After filtrating the reaction mixture through Celite, the filtrate was concentrated to afford the title compound (0.58 g, yield: 99%) as white crystals.